This data is from the Open Reaction Database (ORD), a public repository of structured organic reaction records. The task is: describe an organic reaction: reactants, conditions, products, and yield The reactants are COC=1C=C(C=O)C=C(C1)OC (3,5-dimethoxybenzaldehyde), C(CCO)O (1,3-propanediol), C1(=CC=C(C=C1)S(=O)(=O)[O-])C.[NH+]1=CC=CC=C1 (pyridinium para-toluenesulfonate), C1=CC=CC=C1 (benzene). Run in C1=CC=CC=C1.O (benzene water). Product: COC=1C=C(C=C(C1)OC)C1OCCCO1 (2-(3,5-dimethoxyphenyl)-1,3-dioxane). RXN SMILES: [CH3:1][O:2][C:3]1[CH:4]=[C:5]([CH:8]=[C:9]([O:11][CH3:12])[CH:10]=1)[CH:6]=[O:7].[CH2:13](O)[CH2:14][CH2:15][OH:16].C1(C)C=CC(S([O-])(=O)=O)=CC=1.[NH+]1C=CC=CC=1.C1C=CC=CC=1>C1C=CC=CC=1.O>[CH3:12][O:11][C:9]1[CH:8]=[C:5]([CH:6]2[O:16][CH2:15][CH2:14][CH2:13][O:7]2)[CH:4]=[C:3]([O:2][CH3:1])[CH:10]=1 |f:2.3,5.6|. Procedure details: 3,5-dimethoxybenzaldehyde (5.00 g,30.12 mmole), 1,3-propanediol (9.15 g, 120.5 mmole), pyridinium para-toluenesulfonate (3.02 g, 12.05 mmole) and 80 ml dry benzene were refluxed with Dean-Stark removal of the benzene-water azeotrope for 12 hours. The benzene was removed in vacuo and the remaining oil redissolved in dichloromethane and was washed with 10% NaHCO3 and H2O. The organic layer was washed over Na2SO4 and concentrated to an oil in vacuo which was purified by flash column chromatography ...